describe an organic reaction: reactants, conditions, products, and yield From a dataset of the Open Reaction Database (ORD), a public repository of structured organic reaction records. Reported procedure: To a solution of 1.00 g (7.09 mmol) of 2-nitrofluorobenzene in N,N-dimethylformamide (50 mL) is added 1.3 g (7.6 mmol) of 2-(piperdin-4-yl)-acetic acid ethyl ester followed by 1.0 g (7.2 mmol) of potassium carbonate. The mixture is stirred at room temperature for 2 hours. The mixture is diluted with water and washed with ethyl acetate. The combined organic phase is washed with water followed by brine then dried over anhydrous sodium sulfate and concentrated under reduced pressure. The residue is... Conditions: time 2 hour. Run in O (water), CN(C=O)C (N,N-dimethylformamide). The product is C(C)OC(CC1CCN(CC1)C1=C(C=CC=C1)[N+](=O)[O-])=O ([1-(2-nitro-phenyl)-piperidin-4-yl]-acetic acid ethyl ester). Reaction SMILES: [N+:1]([C:4]1[CH:9]=[CH:8][CH:7]=[CH:6][C:5]=1F)([O-:3])=[O:2].[CH2:11]([O:13][C:14](=[O:22])[CH2:15][CH:16]1[CH2:21][CH2:20][NH:19][CH2:18][CH2:17]1)[CH3:12].C(=O)([O-])[O-].[K+].[K+]>CN(C)C=O.O>[CH2:11]([O:13][C:14](=[O:22])[CH2:15][CH:16]1[CH2:21][CH2:20][N:19]([C:5]2[CH:6]=[CH:7][CH:8]=[CH:9][C:4]=2[N+:1]([O-:3])=[O:2])[CH2:18][CH2:17]1)[CH3:12] |f:2.3.4|. Yield: 89.3%. The reactants are [N+](=O)([O-])C1=C(C=CC=C1)F (2-nitrofluorobenzene), C(C)OC(CC1CCNCC1)=O (2-(piperdin-4-yl)-acetic acid ethyl ester), C([O-])([O-])=O.[K+].[K+] (potassium carbonate). The reactants are ice, ON1C(=O)CCC1=O (HOSu), C1CCC(CC1)N=C=NC2CCCCC2 (DCC), N1[C@H](CO)CCC1 (L-prolinol), C(C1=CC=CC=C1)OC(=O)N[C@@H](CC(C)C)C(=O)O (N-benzyloxycarbonyl-leucin). The solvent is C1CCOC1 (THF), C1CCOC1 (THF). Conditions: temperature 4 celsius, time 21 hour. Yields the product C(C1=CC=CC=C1)OC(=O)N[C@@H](CC(C)C)C(=O)N1[C@H](C=O)CCC1 (N-benzyloxycarbonyl-leucyl-prolinal). RXN SMILES: [CH2:1]([O:8][C:9]([NH:11][C@H:12]([C:17]([OH:19])=O)[CH2:13][CH:14]([CH3:16])[CH3:15])=[O:10])[C:2]1[CH:7]=[CH:6][CH:5]=[CH:4][CH:3]=1.ON1C(=O)CCC1=O.C1CCC(N=C=NC2CCCCC2)CC1.[NH:43]1[CH2:49][CH2:48][CH2:47][C@H:44]1[CH2:45][OH:46]>C1COCC1>[CH2:1]([O:8][C:9]([NH:11][C@H:12]([C:17]([N:43]1[CH2:49][CH2:48][CH2:47][C@H:44]1[CH:45]=[O:46])=[O:19])[CH2:13][CH:14]([CH3:15])[CH3:16])=[O:10])[C:2]1[CH:3]=[CH:4][CH:5]=[CH:6][CH:7]=1. Reported procedure: In 200 ml of THF was dissolved 26.5 g of N-benzyloxycarbonyl-leucin. To this solution were added under cooling with edible salt and ice 11.5 g of HOSu and 20.6 g of DCC, and the mixture was stirred for 21 hours at 4° C. The reaction liquid was filtered and the filtrate was evaporated whereby a semi-solid substance was obtained. This substance was recrystallized from isopropyl alcohol to obtain a white solid substance which was then dissolved in 400 ml of THF. To this solution was added 7.9 g of ... Starting materials: FC(C1=NC2=C(N1C1=NC(=NC(=C1)N1CCOCC1)NCC1CCN(CC1)[C@@H]1CC[C@H](CC1)F)C=CC=C2)F (4-[2-(difluoromethyl)-1H-benzimidazol-1-yl]-N-{[1-(trans-4-fluorocyclohexyl)piperidin-4-yl]methyl}-6-(morpholin-4-yl)pyrimidin-2-amine), solution, Cl (hydrogen chloride). The solvent is C(Cl)Cl (methylene chloride), CO (methanol), O1CCOCC1 (1,4-dioxane). Conditions: time 10 minute. The product is Cl.Cl.FC(C1=NC2=C(N1C1=NC(=NC(=C1)N1CCOCC1)NCC1CCN(CC1)[C@@H]1CC[C@H](CC1)F)C=CC=C2)F (4-[2-(difluoromethyl)-1H-benzimidazol-1-yl]-N-{[1-(trans-4-fluorocyclohexyl)piperidin-4-yl]methyl}-6-(morpholin-4-yl)pyrimidin-2-amine dihydrochloride). Reaction SMILES: [F:1][CH:2]([F:39])[C:3]1[N:7]([C:8]2[CH:13]=[C:12]([N:14]3[CH2:19][CH2:18][O:17][CH2:16][CH2:15]3)[N:11]=[C:10]([NH:20][CH2:21][CH:22]3[CH2:27][CH2:26][N:25]([C@H:28]4[CH2:33][CH2:32][C@H:31]([F:34])[CH2:30][CH2:29]4)[CH2:24][CH2:23]3)[N:9]=2)[C:6]2[CH:35]=[CH:36][CH:37]=[CH:38][C:5]=2[N:4]=1.[ClH:40]>C(Cl)Cl.CO.O1CCOCC1>[ClH:40].[ClH:40].[F:39][CH:2]([F:1])[C:3]1[N:7]([C:8]2[CH:13]=[C:12]([N:14]3[CH2:15][CH2:16][O:17][CH2:18][CH2:19]3)[N:11]=[C:10]([NH:20][CH2:21][CH:22]3[CH2:23][CH2:24][N:25]([C@H:28]4[CH2:29][CH2:30][C@H:31]([F:34])[CH2:32][CH2:33]4)[CH2:26][CH2:27]3)[N:9]=2)[C:6]2[CH:35]=[CH:36][CH:37]=[CH:38][C:5]=2[N:4]=1 |f:5.6.7|. Procedure details: The 4-[2-(difluoromethyl)-1H-benzimidazol-1-yl]-N-{[1-(trans-4-fluorocyclohexyl)piperidin-4-yl]methyl}-6-(morpholin-4-yl)pyrimidin-2-amine (80 mg) obtained above was dissolved in a mixed solvent of methylene chloride (1.7 mL) and methanol (0.3 mL), and a 4 M solution (0.37 mL) of hydrogen chloride in 1,4-dioxane was added thereto. The mixture was stirred at room temperature for 10 minutes. The reaction mixture was concentrated to obtain 4-[2-(difluoromethyl)-1H-benzimidazol-1-yl]-N-{[1-(trans-4-...